From a dataset of the Open Reaction Database (ORD), a public repository of structured organic reaction records. describe an organic reaction: reactants, conditions, products, and yield The reactants are C(C)OC(C(C)=C1CCN(CC1)C(=O)OC(C)(C)C)=O (2-(1-tert-butoxycarbonylpiperidin-4-ylidene)propionic acid ethyl ester). Reagents/catalysts: [Pd] (palladium-on-carbon). The solvent is CO (methanol), [H][H] (hydrogen). The product is C(C)OC(C(C)C1CCN(CC1)C(=O)OC(C)(C)C)=O (2-(1-tert-butoxycarbonylpiperidin-4-yl)propionic acid ethyl ester). Yield: 96.4%. As a reaction SMILES: [CH2:1]([O:3][C:4](=[O:20])[C:5](=[C:7]1[CH2:12][CH2:11][N:10]([C:13]([O:15][C:16]([CH3:19])([CH3:18])[CH3:17])=[O:14])[CH2:9][CH2:8]1)[CH3:6])[CH3:2]>CO.[H][H].[Pd]>[CH2:1]([O:3][C:4](=[O:20])[CH:5]([CH:7]1[CH2:8][CH2:9][N:10]([C:13]([O:15][C:16]([CH3:17])([CH3:19])[CH3:18])=[O:14])[CH2:11][CH2:12]1)[CH3:6])[CH3:2]. Procedure: To a solution of 765 mg of 2-(1-tert-butoxycarbonylpiperidin-4-ylidene)propionic acid ethyl ester (prepared following the method of synthesis as described in International Publication WO 99/40070) in 4 ml of methanol, 100 mg of 10% palladium-on-carbon was added, and stirred for 4 hours at room temperature, in hydrogen atmosphere. Then the reaction liquid was filtered and the filtrate was concentrated to provide 743 mg of 2-(1-tert-butoxycarbonylpiperidin-4-yl)propionic acid ethyl ester as a slig... The reactants are BrC=1C=C2C(=C(C=NC2=CC1)C(=O)C1CC1)Cl ((6-bromo-4-chloroquinolin-3-yl)(cyclopropyl)methanone), NC=1C=CC(=NC1)NC1CN(CC1)C(=O)OC(C)(C)C (tert-butyl 3-(5-aminopyridin-2-ylamino)pyrrolidine-1-carboxylate). Yields the product BrC=1C=C2C(=C(C=NC2=CC1)C(=O)C1CC1)NC=1C=CC(=NC1)NC1CN(CC1)C(=O)OC(C)(C)C (tert-butyl 3-(5-(6-bromo-3-(cyclopropanecarbonyl)quinolin-4-ylamino)pyridin-2-ylamino)pyrrolidine-1-carboxylate). The yield is 81.5%. RXN SMILES: [Br:1][C:2]1[CH:3]=[C:4]2[C:9](=[CH:10][CH:11]=1)[N:8]=[CH:7][C:6]([C:12]([CH:14]1[CH2:16][CH2:15]1)=[O:13])=[C:5]2Cl.[NH2:18][C:19]1[CH:20]=[CH:21][C:22]([NH:25][CH:26]2[CH2:30][CH2:29][N:28]([C:31]([O:33][C:34]([CH3:37])([CH3:36])[CH3:35])=[O:32])[CH2:27]2)=[N:23][CH:24]=1>>[Br:1][C:2]1[CH:3]=[C:4]2[C:9](=[CH:10][CH:11]=1)[N:8]=[CH:7][C:6]([C:12]([CH:14]1[CH2:16][CH2:15]1)=[O:13])=[C:5]2[NH:18][C:19]1[CH:20]=[CH:21][C:22]([NH:25][CH:26]2[CH2:30][CH2:29][N:28]([C:31]([O:33][C:34]([CH3:37])([CH3:36])[CH3:35])=[O:32])[CH2:27]2)=[N:23][CH:24]=1. Procedure: Following General procedure C, (6-bromo-4-chloroquinolin-3-yl)(cyclopropyl)methanone (311 mg, 1 mmol) was reacted with tert-butyl 3-(5-aminopyridin-2-ylamino)pyrrolidine-1-carboxylate (417 mg, 1.5 mmol) to afford the desired product (450 mg, 98%) as a yellow solid: ESI MS m/z 552 [C27H30BrN5O3+H]+. The reactants are [C@@H](C)(CC)N ((R)-sec-butylamine), BrC1=NC2=C(N1[C@H]1[C@H](O)[C@H](O)[C@H](O1)C)C=C(C(=C2)Cl)Cl (2-bromo-5,6-dichloro-1-(5-deoxy-beta-D-ribofuranosyl)-1H-benzimidazole), [C@@H](C)(CC)N ((R)-sec-butylamine). Run in hexanes. Reaction conditions: temperature 80 celsius, time 24 hour. The product is ClC1=CC2=C(N(C(=N2)N[C@H](C)CC)[C@H]2[C@H](O)[C@H](O)[C@H](O2)C)C=C1Cl (5,6-Dichloro-1-(5-deoxy-beta-D-ribofuranosyl)-N-((R)-sec-butyl )-1H-benzimidazol-2-amine). Yield: 53.8%. Reaction SMILES: [C@H:1]([NH2:5])([CH2:3][CH3:4])[CH3:2].Br[C:7]1[N:11]([C@@H:12]2[O:18][C@H:17]([CH3:19])[C@@H:15]([OH:16])[C@H:13]2[OH:14])[C:10]2[CH:20]=[C:21]([Cl:25])[C:22]([Cl:24])=[CH:23][C:9]=2[N:8]=1>>[Cl:24][C:22]1[C:21]([Cl:25])=[CH:20][C:10]2[N:11]([C@@H:12]3[O:18][C@H:17]([CH3:19])[C@@H:15]([OH:16])[C@H:13]3[OH:14])[C:7]([NH:5][C@@H:1]([CH2:3][CH3:4])[CH3:2])=[N:8][C:9]=2[CH:23]=1. Procedure: Following General Procedure V, (R)-sec-butylamine (Aldrich, 1.39 mL, 13.70 mmol), and 2-bromo-5,6-dichloro-1-(5-deoxy-beta-D-ribofuranosyl)-1H-benzimidazole (250 mg, 0.65 mmol) were reacted for 65 h. Additional (R)-sec-butylamine (1.39 mL, 13.70 mmol) was added, and the reaction continued to stir at 80° C. for 24 h. Purification on a silica gel column with 1:1 ethyl acetate:hexanes gave the title compound (130 mg, 0.35 mmol, 53%); MS (EI): m/z (rel. intensity) 374 (0.13, M+); 1H NMR (DMSO-d6) δ7... Starting materials: CC1=CC=C(C=C1)S(=O)(=O)OC[C@H]1COC=2C(=C3C=CC=NC3=CC2)O1 ((2R)-2,3-Dihydro[1,4]dioxino[2,3-f]quinolin-2-ylmethyl 4-methylbenzenesulfonate), N1CCC(=CC1)C1=CNC2=CC=CC=C12 (3-(1,2,3,6-tetrahydro-4-pyridinyl)-1H-indole). Solvent: CS(=O)C (DMSO). Run at temperature 77.5 celsius. Product: N1C=C(C2=CC=CC=C12)C=1CCN(CC1)CC1COC=2C(=C3C=CC=NC3=CC2)O1 (2-[4-(1H-Indol-3-yl)-3,6-dihydro-2H-pyridin-1-ylmethyl]-2,3-dihydro[1,4]dioxino[2,3-f]quinoline), hemihydrate. RXN SMILES: CC1C=CC(S(O[CH2:12][C@@H:13]2[O:26][C:17]3=[C:18]4[C:23](=[CH:24][CH:25]=[C:16]3[O:15][CH2:14]2)[N:22]=[CH:21][CH:20]=[CH:19]4)(=O)=O)=CC=1.[NH:27]1[CH2:32][CH:31]=[C:30]([C:33]2[C:41]3[C:36](=[CH:37][CH:38]=[CH:39][CH:40]=3)[NH:35][CH:34]=2)[CH2:29][CH2:28]1>CS(C)=O>[NH:35]1[C:36]2[C:41](=[CH:40][CH:39]=[CH:38][CH:37]=2)[C:33]([C:30]2[CH2:31][CH2:32][N:27]([CH2:12][CH:13]3[O:26][C:17]4=[C:18]5[C:23](=[CH:24][CH:25]=[C:16]4[O:15][CH2:14]3)[N:22]=[CH:21][CH:20]=[CH:19]5)[CH2:28][CH:29]=2)=[CH:34]1. Procedure details: (2R)-2,3-Dihydro[1,4]dioxino[2,3-f]quinolin-2-ylmethyl 4-methylbenzenesulfonate (0.50 g, 1.34 mmole) and 3-(1,2,3,6-tetrahydro-4-pyridinyl)-1H-indole (0.72 g, 3.65 mmole) were combined in 60 mL of DMSO and heated at 75-80° C. under nitrogen for 6 hours. After cooling to room temperature, the mixture was partitioned between 400 mL each of ethyl acetate and saturated sodium bicarbonate solution. The organic phase was removed, washed with saturated brine, dried over magnesium sulfate and concentrat... The reactants are BrC1=CC2=C(/C(/C3=C(OC2)C=CC=C3)=C/3\C(C3)CC#N)C=C1 ((E)-2-(8-bromo-6,11-dihydrodibenzo[b,e]oxepin-11-ylidene)cyclopropylacetonitrile), BrC1=CC2=C(/C(/C3=C(OC2)C=CC=C3)=C\3/C(C3)CC#N)C=C1 ((Z)-2-(8-bromo-6,11-dihydrodibenzo[b,e]oxepin-11-ylidene)cyclopropylacetonitrile), BrC1=CC2=C(/C(/C3=C(OC2)C=CC=C3)=C(\C#N)/CCC)C=C1 ((E)-2-(8-bromo-6,11-dihydrodibenzo[b,e]oxepin-11-ylidene)pentanenitrile), BrC1=CC2=C(/C(/C3=C(OC2)C=CC=C3)=C(/C#N)\CCC)C=C1 ((Z)-2-(8-bromo-6,11-dihydrodibenzo[b,e]oxepin-11-ylidene)pentanenitrile). Product: C(#N)\C(\CCC)=C/1\C2=C(OCC3=C1C=CC(=C3)C(=O)OCCC)C=CC=C2 (propyl(E)-11-(1-cyanobutylidene)-6,11-dihydrodibenzo[b,e]oxepine-8-carboxylate), C(#N)\C(\CCC)=C\1/C2=C(OCC3=C1C=CC(=C3)C(=O)OCCC)C=CC=C2 (propyl(Z)-11-(1-cyanobutylidene)-6,11-dihydrodibenzo[b,e]oxepine-8-carboxylate). Yield: 54.0%. As a reaction SMILES: Br[C:2]1[CH:22]=[CH:21][C:5]2/[C:6](=[C:15](/[CH2:18][CH2:19][CH3:20])\[C:16]#[N:17])/[C:7]3[CH:14]=[CH:13][CH:12]=[CH:11][C:8]=3[O:9][CH2:10][C:4]=2[CH:3]=1.Br[C:24]1[CH:44]=[CH:43][C:27]2/[C:28](=[C:37](\[CH2:40][CH2:41][CH3:42])/[C:38]#[N:39])/[C:29]3[CH:36]=[CH:35][CH:34]=[CH:33][C:30]=3[O:31][CH2:32][C:26]=2[CH:25]=1.BrC1C=CC2/C(=C3\C(CC#N)C\3)/C3C=CC=C[C:52]=3[O:53][CH2:54][C:48]=2[CH:47]=1.BrC1C=CC2/C(=C3/C(CC#N)C/3)/C3C=CC=CC=3[O:75]CC=2C=1>>[C:16](/[C:15](=[C:6]1/[C:7]2[CH:14]=[CH:13][CH:12]=[CH:11][C:8]=2[O:9][CH2:10][C:4]2[CH:3]=[C:2]([C:30]([O:31][CH2:32][CH2:26][CH3:25])=[O:53])[CH:22]=[CH:21][C:5]/1=2)/[CH2:18][CH2:19][CH3:20])#[N:17].[C:38](/[C:37](=[C:28]1\[C:29]2[CH:36]=[CH:35][CH:34]=[CH:33][C:30]=2[O:31][CH2:32][C:26]2[CH:25]=[C:24]([C:52]([O:53][CH2:54][CH2:48][CH3:47])=[O:75])[CH:44]=[CH:43][C:27]\1=2)/[CH2:40][CH2:41][CH3:42])#[N:39]. Procedure: [step 1] Using pentanenitrile (2.7 mL, 25.9 mol) instead of cyclopropylacetonitrile, and in the same manner as in Reference Example B9, step 1, (E)-2-(8-bromo-6,11-dihydrodibenzo[b,e]oxepin-11-ylidene)pentanenitrile and (Z)-2-(8-bromo-6,11-dihydrodibenzo[b,e]oxepin-11-ylidene)pentanenitrile (1.90 g, 51%) were obtained. [step 2] Using (E)-2-(8-bromo-6,11-dihydrodibenzo[b,e]oxepin-11-ylidene)pentanenitrile and (Z)-2-(8-bromo-6,11-dihydrodibenzo[b,e]oxepin-11-ylidene)pentanenitrile (1.9 g, 5.37 mmo... Starting materials: C, CO, CCC(=COCCO)C(=O)OC, [Pd]. Product: CCC(COCCO)C(=O)OC. Reaction SMILES: [C:15].[CH3:13][OH:14].[CH3:1][O:2][C:3]([C:4](=[CH:5][O:6][CH2:7][CH2:8][OH:9])[CH2:10][CH3:11])=[O:12].[Pd:16]>>[CH3:1][O:2][C:3]([CH:4]([CH2:5][O:6][CH2:7][CH2:8][OH:9])[CH2:10][CH3:11])=[O:12].